Dataset: the Open Reaction Database (ORD), a public repository of structured organic reaction records. Task: describe an organic reaction: reactants, conditions, products, and yield The reactants are O=C[C@H](O)[C@@H](O)[C@H](O)[C@H](O)CO (glucose), C(CCCCCCCCCCCCCCCCC)N (octadecylamine). As a reaction SMILES: O=[CH:2][C@@H:3]([C@H:5]([C@@H:7]([C@@H:9]([CH2:11][OH:12])[OH:10])[OH:8])[OH:6])[OH:4].[CH2:13]([NH2:31])[CH2:14][CH2:15][CH2:16][CH2:17][CH2:18][CH2:19][CH2:20][CH2:21][CH2:22][CH2:23][CH2:24][CH2:25][CH2:26][CH2:27][CH2:28][CH2:29][CH3:30]>>[CH:2]1([CH2:30][CH2:29][CH2:28][CH2:27][CH2:26][CH2:25][CH2:24][CH2:23][CH2:22][CH2:21][CH2:20][CH2:19][CH2:18][CH2:17][CH2:16][CH2:15][CH2:14][CH2:13][NH2:31])[O:10][C@H:9]([CH2:11][OH:12])[C@@H:7]([OH:8])[C@H:5]([OH:6])[C@H:3]1[OH:4]. Yields the product C1([C@H](O)[C@@H](O)[C@H](O)[C@H](O1)CO)CCCCCCCCCCCCCCCCCCN (N-(D-Glucopyranosyl)octadecylamine). Procedure details: The preparation is analogous to Example 1, starting from 11 g of glucose and 20 g of octadecylamine. Reactants: FC1=C(C(=CC=C1)Cl)C1=NN(C(=N1)C=1SC=CC1C)C (3-(2-fluoro-6-chlorophenyl)-5-(3-methyl-2-thienyl)-1-methyl-1,2,4-triazole), BrBr (Bromine). Solvent: C(C)(=O)O (acetic acid), O (water). Conditions: time 5 day. Product: FC1=C(C(=CC=C1)Cl)C1=NN(C(=N1)C=1SC(=CC1C)Br)C (3-(2-fluoro-6-chlorophenyl)-5-(3-methyl-5-bromo-2-thienyl)-1-methyl-1,2,4-triazole). Isolated yield 81.1%. RXN SMILES: [F:1][C:2]1[CH:7]=[CH:6][CH:5]=[C:4]([Cl:8])[C:3]=1[C:9]1[N:13]=[C:12]([C:14]2[S:15][CH:16]=[CH:17][C:18]=2[CH3:19])[N:11]([CH3:20])[N:10]=1.[Br:21]Br>C(O)(=O)C.O>[F:1][C:2]1[CH:7]=[CH:6][CH:5]=[C:4]([Cl:8])[C:3]=1[C:9]1[N:13]=[C:12]([C:14]2[S:15][C:16]([Br:21])=[CH:17][C:18]=2[CH3:19])[N:11]([CH3:20])[N:10]=1. Reported procedure: 3-(2-fluoro-6-chlorophenyl)-5-(3-methyl-2-thienyl)-1-methyl-1,2,4-triazole (1.18 mmol., 364 mg) was dissolved in glacial acetic acid (4 ml). Bromine (2.36 mmol, 0.124 ml) was added in two portions and the reaction allowed to stir 5 days at room temperature. Diluted with water and extracted into diethyl ether, washed with saturated NaHCO3 and brine, dried over MgSO4. Concentrated to a white solid. Wgt. 0.51 g, recrystallized from hexane ethyl acetate to afford the product as a white solid (0.37 g... Starting materials: C(O)([O-])=O.[Na+] (sodium hydrogen carbonate), BrC1=C(N=NC(=C1)C(F)(F)F)O (4-bromo-6-trifluoromethyl-pyridazin-3-ol), P(=O)(Br)(Br)Br (phosphorus oxybromide), O (water). The solvent is ClCCl (dichloromethane). Conditions: temperature 60 celsius, time 4 hour. Product: BrC=1N=NC(=CC1Br)C(F)(F)F (3,4-Dibromo-6-trifluoromethyl-pyridazine). The yield is 45.5%. RXN SMILES: [Br:1][C:2]1[CH:7]=[C:6]([C:8]([F:11])([F:10])[F:9])[N:5]=[N:4][C:3]=1O.P(Br)(Br)([Br:15])=O.O.C(=O)([O-])O.[Na+]>ClCCl>[Br:15][C:3]1[N:4]=[N:5][C:6]([C:8]([F:11])([F:10])[F:9])=[CH:7][C:2]=1[Br:1] |f:3.4|. Procedure details: A mixture of 4-bromo-6-trifluoromethyl-pyridazin-3-ol (D3) (4.0 g, 16.4 mmol) and phosphorus oxybromide (28.2 g, 98.4 mmol) was stirred at 60° C. for 4 h. After this period, the reaction mixture was poured into a mixture of ice and water, diluted with dichloromethane and neutralized with a saturated solution of sodium hydrogen carbonate. The organic layer was separated, dried (MgSO4) and the solvent evaporated in vacuo. The crude product was purified by flash column chromatography (silica gel; 3... The reactants are [BH3-]C#N, CCOC1(O[Si](C)(C)C)CC1, CC(=O)O, CN1CCN(C(=O)C2CC(N(C(=O)C3CCCO3)C3CCC(C)(C)CC3)CN2C(=O)C2CN(C3CCOCC3)CC2c2ccc(Cl)cc2)CC1, O=C(O)C(F)(F)F, [Na+]. Yields the product CN1CCN(C(=O)C2CC(N(C(=O)C3CCCO3)C3CCC(C)(C)CC3)CN2C(=O)C2CN(C3CC3)CC2c2ccc(Cl)cc2)CC1, O=C(O)C(F)(F)F. RXN SMILES: [C:69]([BH3-:70])#[N:71].[CH2:58]([O:59][C:60]1([O:61][Si:62]([CH3:63])([CH3:64])[CH3:65])[CH2:66][CH2:67]1)[CH3:68].[CH3:73][C:74](=[O:75])[OH:76].[Cl:1][c:2]1[cH:3][cH:4][c:5]([CH:8]2[CH:9]([C:19](=[O:20])[N:21]3[CH2:22][CH:23]([N:35]([C:36](=[O:37])[CH:38]4[O:39][CH2:40][CH2:41][CH2:42]4)[CH:43]4[CH2:44][CH2:45][C:46]([CH3:49])([CH3:50])[CH2:47][CH2:48]4)[CH2:24][CH:25]3[C:26](=[O:27])[N:28]3[CH2:29][CH2:30][N:31]([CH3:34])[CH2:32][CH2:33]3)[CH2:10][N:11]([CH:13]3[CH2:14][CH2:17][O:16][CH2:15][CH2:18]3)[CH2:12]2)[cH:6][cH:7]1.[F:51][C:52]([C:53](=[O:54])[OH:55])([F:56])[F:57].[Na+:72]>>[Cl:1][c:2]1[cH:3][cH:4][c:5]([CH:8]2[CH:9]([C:19](=[O:20])[N:21]3[CH2:22][CH:23]([N:35]([C:36](=[O:37])[CH:38]4[O:39][CH2:40][CH2:41][CH2:42]4)[CH:43]4[CH2:44][CH2:45][C:46]([CH3:49])([CH3:50])[CH2:47][CH2:48]4)[CH2:24][CH:25]3[C:26](=[O:27])[N:28]3[CH2:29][CH2:30][N:31]([CH3:34])[CH2:32][CH2:33]3)[CH2:10][N:11]([CH:13]3[CH2:14][CH2:18]3)[CH2:12]2)[cH:6][cH:7]1.[F:51][C:52]([C:53](=[O:54])[OH:55])([F:56])[F:57]. Starting materials: NC1=CC=C(C=C1)C=1SC=C(N1)C(=O)N[C@H](C(=O)OC)C(C)C ((S)-methyl 2-(2-(4-aminophenyl)thiazole-4-carboxamido)-3-methylbutanoate), FC1=C(C=CC(=C1)F)N=C=O (2,4-difluoro-1-isocyanatobenzene). Yields the product FC1=C(C=CC(=C1)F)NC(NC1=CC=C(C=C1)C=1SC=C(N1)C(=O)N[C@H](C(=O)OC)C(C)C)=O ((S)-methyl 2-(2-(4-(3-(2,4-difluorophenyl)ureido)phenyl)thiazole-4-carboxamido)-3-methylbutanoate). RXN SMILES: [NH2:1][C:2]1[CH:7]=[CH:6][C:5]([C:8]2[S:9][CH:10]=[C:11]([C:13]([NH:15][C@@H:16]([CH:21]([CH3:23])[CH3:22])[C:17]([O:19][CH3:20])=[O:18])=[O:14])[N:12]=2)=[CH:4][CH:3]=1.[F:24][C:25]1[CH:30]=[C:29]([F:31])[CH:28]=[CH:27][C:26]=1[N:32]=[C:33]=[O:34]>C1COCC1>[F:24][C:25]1[CH:30]=[C:29]([F:31])[CH:28]=[CH:27][C:26]=1[NH:32][C:33](=[O:34])[NH:1][C:2]1[CH:7]=[CH:6][C:5]([C:8]2[S:9][CH:10]=[C:11]([C:13]([NH:15][C@@H:16]([CH:21]([CH3:23])[CH3:22])[C:17]([O:19][CH3:20])=[O:18])=[O:14])[N:12]=2)=[CH:4][CH:3]=1. Procedure: (S)-methyl 2-(2-(4-aminophenyl)thiazole-4-carboxamido)-3-methylbutanoate (150 mg, 0.450 mmol) was taken in 3 mL THF, to this 2,4-difluoro-1-isocyanatobenzene (76.8 mg, 0.495 mol) was added and stirred at RT for 3-4 hr. After completion of reaction solvent was removed under reduced pressure and the residue purified by column chromatography. Yield: 200 mg (91%). MS (ESI) m/z: 487(M−H)−; 1HNMR (DMSO-d6, 300 MHz): δ 9.369 (s, 1H), 8.594 (d, 1H), 8.316 (s, 1H), 8.291 (s, 1H), 8.126 (m, 1H), 8.023 (d,... Reaction conditions: time 3.5 hour. Solvent: C1CCOC1 (THF). Starting materials: [N+](=O)([O-])C1=CC=C(COC(=O)NC(=N)N2CCNCC2)C=C1 (1-(4-nitrobenzyloxycarbonylamidino)piperazine), N,N'-carbonyldiimidazole, COC1=CC=C(CS[C@H]2C[C@H](N(C2)OCC2=CC=C(C=C2)[N+](=O)[O-])C(=O)O)C=C1 ((2S,4S)-4-(4-methoxybenzylthio)-1-(4-nitrobenzyloxy)pyrrolidine-2-carboxylic acid). Solvent: C(C)#N (acetonitrile), C(C)#N (acetonitrile), C(C)(=O)OCC (ethyl acetate). Conditions: time 30 minute. The product is COC1=CC=C(CS[C@H]2C[C@H](N(C2)C(=O)OCC2=CC=C(C=C2)[N+](=O)[O-])C(=O)N2CCN(CC2)C(NC(=O)OCC2=CC=C(C=C2)[N+](=O)[O-])=N)C=C1 ((2S,4S)-4-(4-Methoxybenzylthio)-2-[4-(4-nitrobenzyloxycarbonylamidino)piperazin-1-ylcarbonyl]-1-(4-nitrobenzyloxycarbonyl)pyrrolidine). The yield is 141.6%. As a reaction SMILES: [CH3:1][O:2][C:3]1[CH:29]=[CH:28][C:6]([CH2:7][S:8][C@@H:9]2[CH2:13][N:12](OCC3C=CC([N+]([O-])=O)=CC=3)[C@H:11]([C:25]([OH:27])=O)[CH2:10]2)=[CH:5][CH:4]=1.[N+:30]([C:33]1[CH:51]=[CH:50][C:36]([CH2:37][O:38][C:39]([NH:41][C:42]([N:44]2[CH2:49][CH2:48][NH:47][CH2:46][CH2:45]2)=[NH:43])=[O:40])=[CH:35][CH:34]=1)([O-:32])=[O:31]>C(#N)C.C(OCC)(=O)C>[CH3:1][O:2][C:3]1[CH:4]=[CH:5][C:6]([CH2:7][S:8][C@@H:9]2[CH2:13][N:12]([C:39]([O:38][CH2:37][C:36]3[CH:35]=[CH:34][C:33]([N+:30]([O-:32])=[O:31])=[CH:51][CH:50]=3)=[O:40])[C@H:11]([C:25]([N:47]3[CH2:46][CH2:45][N:44]([C:42](=[NH:43])[NH:41][C:39]([O:38][CH2:37][C:36]4[CH:35]=[CH:34][C:33]([N+:30]([O-:32])=[O:31])=[CH:51][CH:50]=4)=[O:40])[CH2:49][CH2:48]3)=[O:27])[CH2:10]2)=[CH:28][CH:29]=1. Procedure details: 740 mg of (2S,4S)-4-(4-methoxybenzylthio)-1-(4-nitrobenzyloxy)pyrrolidine-2-carboxylic acid was dissolved in 7.4 ml of dry acetonitrile, and 330 mg of N,N'-carbonyldiimidazole were added to the resulting solution, after which the mixture was stirred at room temperature for 30 minutes. At the end of this time, a solution of 525 mg of 1-(4-nitrobenzyloxycarbonylamidino)piperazine [prepared as described in step (c) above] dissolved in 10 ml of acetonitrile was added to the resulting mixture, and th... Yields the product C1(CC1)(C(=O)OC(C)(C)C)C(=O)OCC (1-tert-butyl 1-ethyl cyclopropane-1,1-dicarboxylate). RXN SMILES: [C:1]([O:9][C:10]([CH3:13])([CH3:12])[CH3:11])(=[O:8])[CH2:2][C:3]([O:5][CH2:6][CH3:7])=[O:4].Br[CH2:15][CH2:16]Br.C(=O)([O-])[O-].[K+].[K+].F[B-](F)(F)F.C([N+]1C=CN(C)C=1)CCC>CN(C=O)C>[C:2]1([C:3]([O:5][CH2:6][CH3:7])=[O:4])([C:1]([O:9][C:10]([CH3:12])([CH3:11])[CH3:13])=[O:8])[CH2:16][CH2:15]1 |f:2.3.4,5.6|. Run in CN(C)C=O (DMF). Procedure: Step 1 A stirred suspension of tert-butyl ethyl malonate (2.01 mL, 10.6 mmol), 1,2-dibromoethane (1.01 mL, 11.7 mmol), potassium carbonate (3.67 g, 26.6 mmol) and 1-butyl-3-methylimidazolium tetrafluoroborate (0.198 mL, 1.06 mmol) in DMF (26.6 mL) was heated to 55° C. for 20 hours. Upon cooling the mixture was filtered and the solid residue was washed with Et2O. The mixture was diluted with Et2O and washed with water (×2). The organic phase was dried (Na2SO4), filtered and concentrated giving 1-... Conditions: temperature 55 celsius. The reactants are C(CC(=O)OCC)(=O)OC(C)(C)C (tert-butyl ethyl malonate), BrCCBr (1,2-dibromoethane), C([O-])([O-])=O.[K+].[K+] (potassium carbonate), F[B-](F)(F)F.C(CCC)[N+]1=CN(C=C1)C (1-butyl-3-methylimidazolium tetrafluoroborate). The reactants are CCCCOC(=O)c1nc(O)c2ccccc2c1O, CC#N, O, O=P(Br)(Br)Br. Yields the product CCCCOC(=O)c1nc(Br)c2ccccc2c1O. As a reaction SMILES: [CH2:1]([CH2:2][CH2:3][CH3:4])[O:5][C:6](=[O:7])[c:8]1[n:9][c:10]([OH:19])[c:11]2[cH:12][cH:13][cH:14][cH:15][c:16]2[c:17]1[OH:18].[CH3:26][C:27]#[N:28].[OH2:25].[P:20]([Br:21])([Br:22])([Br:23])=[O:24]>>[CH2:1]([CH2:2][CH2:3][CH3:4])[O:5][C:6](=[O:7])[c:8]1[n:9][c:10]([Br:22])[c:11]2[cH:12][cH:13][cH:14][cH:15][c:16]2[c:17]1[OH:18]. The reactants are [OH-].[Na+] (sodium hydroxide), FC1=CC=C(C=C1)[N+](=O)[O-] (4-fluoronitrobenzene), 1,1,7-trihydryl-F-heptanol. Reagents/catalysts: [Cl-].C(C1=CC=CC=C1)[N+](CC)(CC)CC (benzyltriethylammonium chloride). Run in O (water). Run at temperature 60 celsius. Yields the product [N+](=O)([O-])C1=CC=CC=C1 (nitrobenzene). Isolated yield 302.4%. As a reaction SMILES: [OH-].[Na+].F[C:4]1[CH:9]=[CH:8][C:7]([N+:10]([O-:12])=[O:11])=[CH:6][CH:5]=1>O.[Cl-].C([N+](CC)(CC)CC)C1C=CC=CC=1>[N+:10]([C:7]1[CH:8]=[CH:9][CH:4]=[CH:5][CH:6]=1)([O-:12])=[O:11] |f:0.1,4.5|. Procedure details: A solution of sodium hydroxide (7.1 g) in water (7.1 g) and benzyltriethylammonium chloride (0.4 g) was added to a mixture of 4-fluoronitrobenzene (14.1 g) and 1,1,7-trihydryl-F-heptanol (36 g). The whole was stirred and heated at about 60° C. for about 6 hours. The product was recrystallized from an ethanol/petroleum ether mixture to give 4-(1,1,7-trihydryl-F-hepyloxy) nitrobenzene (37.2 g), having a melting point of 51°-53° C.